The task is: describe an organic reaction: reactants, conditions, products, and yield. This data is from the Open Reaction Database (ORD), a public repository of structured organic reaction records. Starting materials: C(C(=O)Cl)(=O)Cl (Oxalyl chloride), CN(C)C=O (DMF), C(CCCC)C1=CC=C(C=C1)/C(=C/C(=O)O)/C ((E)-3-(4-pentylphenyl) but-2-enoic acid). Procedure: Oxalyl chloride (3.2 mL, 36.60 mmol) and DMF (50 μL) were added drop wise to a solution of compound 1003 (5.0 g, 21.52 mmol) in dichloromethane (100 mL) at 0° C. The reaction solution was warmed up to room temperature and stirred for 4 hours. The reaction mixture was concentrated in vacuum and the residue was dried under hi-vacuum for 3 hours. The crude product was used in the next step without further purification. Product: C(CCCC)C1=CC=C(C=C1)/C(=C/C(=O)Cl)/C ((E)-3-(4-pentylphenyl)but-2-enoyl chloride). The solvent is ClCCl (dichloromethane). Run at time 4 hour. As a reaction SMILES: [C:1](Cl)(=O)[C:2]([Cl:4])=[O:3].CN(C=O)C.[CH2:12]([C:17]1[CH:22]=[CH:21][C:20](/[C:23](/C)=[CH:24]/C(O)=O)=[CH:19][CH:18]=1)[CH2:13][CH2:14][CH2:15][CH3:16]>ClCCl>[CH2:12]([C:17]1[CH:22]=[CH:21][C:20](/[C:23](/[CH3:24])=[CH:1]/[C:2]([Cl:4])=[O:3])=[CH:19][CH:18]=1)[CH2:13][CH2:14][CH2:15][CH3:16]. The reactants are ClCCl, O=[Cr](=O)([O-])Cl, CS(=O)(=O)c1ccc(C(CC2CCC(O)C2)C(=O)Nc2nccs2)cc1, c1cc[nH+]cc1. The product is CS(=O)(=O)c1ccc(C(CC2CCC(=O)C2)C(=O)Nc2nccs2)cc1. Reaction SMILES: [CH2:38]([Cl:39])[Cl:40].[O:27]=[Cr:28]([Cl:29])([O-:30])=[O:31].[OH:1][CH:2]1[CH2:3][CH:4]([CH2:7][CH:8]([C:9](=[O:10])[NH:11][c:12]2[s:13][cH:14][cH:15][n:16]2)[c:17]2[cH:18][cH:19][c:20]([S:23](=[O:24])(=[O:25])[CH3:26])[cH:21][cH:22]2)[CH2:5][CH2:6]1.[nH+:32]1[cH:33][cH:34][cH:35][cH:36][cH:37]1>>[O:1]=[C:2]1[CH2:3][CH:4]([CH2:7][CH:8]([C:9](=[O:10])[NH:11][c:12]2[s:13][cH:14][cH:15][n:16]2)[c:17]2[cH:18][cH:19][c:20]([S:23](=[O:24])(=[O:25])[CH3:26])[cH:21][cH:22]2)[CH2:5][CH2:6]1. The reactants are Cn1ncc(N)c1NC(c1ccccc1)(c1ccccc1)c1ccccc1, ClCCl, CC(C)(C)OC(=O)N1CCC(C(=O)ON2C(=O)CCC2=O)CC1. Yields the product Cn1ncc(NC(=O)C2CCN(C(=O)OC(C)(C)C)CC2)c1NC(c1ccccc1)(c1ccccc1)c1ccccc1. RXN SMILES: [CH3:1][n:2]1[n:3][cH:4][c:5]([NH2:27])[c:6]1[NH:7][C:8]([c:9]1[cH:10][cH:11][cH:12][cH:13][cH:14]1)([c:15]1[cH:16][cH:17][cH:18][cH:19][cH:20]1)[c:21]1[cH:22][cH:23][cH:24][cH:25][cH:26]1.[Cl:51][CH2:52][Cl:53].[O:28]=[C:29]1[CH2:30][CH2:31][C:32](=[O:33])[N:34]1[O:35][C:36](=[O:37])[CH:38]1[CH2:39][CH2:40][N:41]([C:44](=[O:45])[O:46][C:47]([CH3:48])([CH3:49])[CH3:50])[CH2:42][CH2:43]1>>[CH3:1][n:2]1[n:3][cH:4][c:5]([NH:27][C:36](=[O:35])[CH:38]2[CH2:39][CH2:40][N:41]([C:44](=[O:45])[O:46][C:47]([CH3:48])([CH3:49])[CH3:50])[CH2:42][CH2:43]2)[c:6]1[NH:7][C:8]([c:9]1[cH:10][cH:11][cH:12][cH:13][cH:14]1)([c:15]1[cH:16][cH:17][cH:18][cH:19][cH:20]1)[c:21]1[cH:22][cH:23][cH:24][cH:25][cH:26]1. Reactants: CC(C=O)=CC(CC=C(C)C)C (2,4,7-trimethylocta-2,6-dienal), [H-].[H-].[H-].[H-].[Li+].[Al+3] (LiAlH4), O (water), [OH-].[Na+] (NaOH), O (water). The solvent is C1CCOC1 (THF), C1CCOC1 (THF). Run at time 1 hour. Product: CC(CO)=CC(CC=C(C)C)C (2,4,7-trimethylocta-2,6-dien-1-ol). Isolated yield 98.0%. RXN SMILES: [H-].[H-].[H-].[H-].[Li+].[Al+3].[CH3:7][C:8](=[CH:11][CH:12]([CH3:18])[CH2:13][CH:14]=[C:15]([CH3:17])[CH3:16])[CH:9]=[O:10].O.[OH-].[Na+]>C1COCC1>[CH3:7][C:8](=[CH:11][CH:12]([CH3:18])[CH2:13][CH:14]=[C:15]([CH3:17])[CH3:16])[CH2:9][OH:10] |f:0.1.2.3.4.5,8.9|. Procedure: To a suspension of LiAlH4 (4.8 g, 126 mmol) in THF (100 ml) was added dropwise a solution of 2,4,7-trimethylocta-2,6-dienal (20 g, 114 mmol) in THF (60 ml) at 5° C. over 1 h. The mixture was stirred at room temperature for 1 h. 5 ml of water, 5 ml of 15% aq. NaOH and 15 ml of water were carefully added subsequently. The mixture was stirred for 1 h. Precipitates were filtered and the filtrate was concentrated in vacuo. The residue was Kugelrohr-distilled to give 2,4,7-trimethylocta-2,6-dien-1-ol ... Starting materials: [N+](=O)([O-])C=1C=C(C(=O)N)C=C(C1)[N+](=O)[O-] (3,5-dinitrobenzamide), [H][H] (hydrogen), needles. Reagents/catalysts: [Pd] (palladium on charcoal). Solvent: C(C)(=O)OCC.C(C)O (ethyl acetate ethanol). The product is NC=1C=C(C(=O)N)C=C(C1)N (3,5-Diaminobenzamide). RXN SMILES: [N+:1]([C:4]1[CH:5]=[C:6]([CH:10]=[C:11]([N+:13]([O-])=O)[CH:12]=1)[C:7]([NH2:9])=[O:8])([O-])=O.[H][H]>[Pd].C(OCC)(=O)C.C(O)C>[NH2:1][C:4]1[CH:5]=[C:6]([CH:10]=[C:11]([NH2:13])[CH:12]=1)[C:7]([NH2:9])=[O:8] |f:3.4|. Procedure details: A solution of 20.5 gm. (0.097 mole) of 3,5-dinitrobenzamide in 450 ml. of an ethyl acetate-ethanol mixture (2:1) is hydrogenated at 3 atmospheres of hydrogen using 1 gm. of 10% palladium on charcoal as catalyst. When absorption of hydrogen is complete, the catalyst is removed by filtration and the filtrate is concentrated to dryness under reduced pressure and the residue recrystallized from water. There is obtained 11.65 gm. (79% of long yellow needles melting at 108°-9°. RXN SMILES: [CH3:47][OH:48].[CH3:49][S:50]([CH3:51])=[O:52].[Cl:53][CH2:54][Cl:55].[NH2:27][c:28]1[cH:29][cH:30][c:31](-[n:38]2[cH:39][cH:40][c:41]3[cH:42][n:43][cH:44][cH:45][c:46]23)[c:32]2[cH:33][cH:34][cH:35][cH:36][c:37]12.[c:1]1([O:2][C:8]([NH:9][c:10]2[n:11](-[c:19]3[cH:20][cH:21][c:22]([CH3:25])[cH:23][cH:24]3)[n:12][c:13]([C:15]([CH3:16])([CH3:17])[CH3:18])[cH:14]2)=[O:26])[cH:3][cH:4][cH:5][cH:6][cH:7]1>>[C:8]([NH:9][c:10]1[n:11](-[c:19]2[cH:20][cH:21][c:22]([CH3:25])[cH:23][cH:24]2)[n:12][c:13]([C:15]([CH3:16])([CH3:17])[CH3:18])[cH:14]1)(=[O:26])[NH:27][c:28]1[cH:29][cH:30][c:31](-[n:38]2[cH:39][cH:40][c:41]3[cH:42][n:43][cH:44][cH:45][c:46]23)[c:32]2[cH:33][cH:34][cH:35][cH:36][c:37]12. Yields the product Cc1ccc(-n2nc(C(C)(C)C)cc2NC(=O)Nc2ccc(-n3ccc4cnccc43)c3ccccc23)cc1. The reactants are CO, CS(C)=O, ClCCl, Nc1ccc(-n2ccc3cnccc32)c2ccccc12, Cc1ccc(-n2nc(C(C)(C)C)cc2NC(=O)Oc2ccccc2)cc1.